Dataset: the Open Reaction Database (ORD), a public repository of structured organic reaction records. Task: describe an organic reaction: reactants, conditions, products, and yield The reactants are CCOC(=O)c1cc2c(NC(=O)c3ccc(N4CCN(C)CC4)cc3)n[nH]c2s1, CCO, NN, NN, O. Yields the product CN1CCN(c2ccc(C(=O)Nc3n[nH]c4sc(C(=O)NN)cc34)cc2)CC1. RXN SMILES: [CH3:1][N:2]1[CH2:3][CH2:4][N:5]([c:8]2[cH:9][cH:10][c:11]([C:12](=[O:13])[NH:14][c:15]3[c:16]4[c:17]([nH:18][n:19]3)[s:20][c:21]([C:23]([O:25][CH2:24][CH3:26])=[O:27])[cH:22]4)[cH:28][cH:29]2)[CH2:6][CH2:7]1.[CH3:35][CH2:36][OH:37].[NH2:30][NH2:31].[NH2:33][NH2:34].[OH2:32]>>[CH3:1][N:2]1[CH2:3][CH2:4][N:5]([c:8]2[cH:9][cH:10][c:11]([C:12](=[O:13])[NH:14][c:15]3[c:16]4[c:17]([nH:18][n:19]3)[s:20][c:21]([C:23](=[O:25])[NH:30][NH2:31])[cH:22]4)[cH:28][cH:29]2)[CH2:6][CH2:7]1. Starting materials: C([O-])([O-])=O.[K+].[K+] (potassium carbonate), CO (methanol), C(C)C=1C=C(C=C2C(CC(OC12)(C)C)(C)C)C#C[Si](C)(C)C (8-ethyl-6-trimethylsilanylethynyl-2,2,4,4-tetramethyl chroman), C(C)C=1C=C(C=C2C(CC(OC12)(C)C)(C)C)C#C[Si](C)(C)C (8-ethyl-6-trimethylsilanylethynyl-2,2,4,4-tetramethyl chroman), C(C)(=O)OCC (ethyl acetate). The solvent is CCCCCC (hexane). Product: C(C)C=1C=C(C=C2C(CC(OC12)(C)C)(C)C)C#C (8-Ethyl-6-ethynyl-2,2,4,4-tetramethyl chroman), oil. Isolated yield 62.0%. Reaction SMILES: [CH2:1]([C:3]1[CH:4]=[C:5]([C:17]#[C:18][Si](C)(C)C)[CH:6]=[C:7]2[C:12]=1[O:11][C:10]([CH3:14])([CH3:13])[CH2:9][C:8]2([CH3:16])[CH3:15])[CH3:2].CO.C(=O)([O-])[O-].[K+].[K+].C(OCC)(=O)C>CCCCCC>[CH2:1]([C:3]1[CH:4]=[C:5]([C:17]#[CH:18])[CH:6]=[C:7]2[C:12]=1[O:11][C:10]([CH3:13])([CH3:14])[CH2:9][C:8]2([CH3:16])[CH3:15])[CH3:2] |f:2.3.4|. Procedure: Following general procedure E and using 8-ethyl-6-trimethylsilanylethynyl-2,2,4,4-tetramethyl chroman (Intermediate 47, 0.137 g, 0.44 mmol), methanol and potassium carbonate (0.1 g, 0.72 mmol) followed by flash column chromatography over silica gel (230-400 mesh) using 5% ethyl acetate in hexane as the eluent, the title compound was obtained as an oil (0.066 g, 62%). Starting materials: C(C)N(C=1C=CC(=C2C=C(NC12)C(=O)N)C)S(=O)(=O)C=1SC=CC1 (7-[ethyl(2-thienylsulfonyl)amino]-4-methyl-1H-indole-2-carboxamide), COC=1C=CC(=CC1)P2(=S)SP(=S)(S2)C=3C=CC(=CC3)OC (Lawesson's reagent). Solvent: O1CCCC1 (tetrahydrofuran). Conditions: temperature 40 celsius, time 4 hour. Yields the product C(C)N(C=1C=CC(=C2C=C(NC12)C(N)=S)C)S(=O)(=O)C=1SC=CC1 (7-[ethyl(2-thienylsulfonyl)amino]-4-methyl-1H-indole-2-carbothioamide). Yield: 101.5%. RXN SMILES: [CH2:1]([N:3]([S:17]([C:20]1[S:21][CH:22]=[CH:23][CH:24]=1)(=[O:19])=[O:18])[C:4]1[CH:5]=[CH:6][C:7]([CH3:16])=[C:8]2[C:12]=1[NH:11][C:10]([C:13]([NH2:15])=O)=[CH:9]2)[CH3:2].COC1C=CC(P2(SP(C3C=CC(OC)=CC=3)(=S)S2)=[S:34])=CC=1>O1CCCC1>[CH2:1]([N:3]([S:17]([C:20]1[S:21][CH:22]=[CH:23][CH:24]=1)(=[O:19])=[O:18])[C:4]1[CH:5]=[CH:6][C:7]([CH3:16])=[C:8]2[C:12]=1[NH:11][C:10]([C:13](=[S:34])[NH2:15])=[CH:9]2)[CH3:2]. Procedure: A mixture of 7-[ethyl(2-thienylsulfonyl)amino]-4-methyl-1H-indole-2-carboxamide (1.9 g), Lawesson's reagent (2.1 g) and tetrahydrofuran (100 ml) was stirred at 40° C. for 4 hr. The reaction solution was concentrated under reduced pressure, and the obtained oil was crystallized from dichloromethane-toluene, and washed with toluene to give 7-[ethyl(2-thienylsulfonyl)amino]-4-methyl-1H-indole-2-carbothioamide (2.0 g, yield quantitative) as pale-yellow crystals. A solution of the obtained crystals (... Reactants: CCOC1(OCC)CCCCCC1, CC(C)c1nc(CCO)n(C)c1Sc1cc(Cl)cc(Cl)c1. Yields the product CCOC1(OCCc2nc(C(C)C)c(Sc3cc(Cl)cc(Cl)c3)n2C)CCCCCC1. Reaction SMILES: [CH2:22]([CH3:23])[O:24][C:25]1([O:32][CH2:33][CH3:34])[CH2:26][CH2:27][CH2:28][CH2:29][CH2:30][CH2:31]1.[Cl:1][c:2]1[cH:3][c:4]([S:9][c:10]2[c:11]([CH:19]([CH3:20])[CH3:21])[n:12][c:13]([CH2:16][CH2:17][OH:18])[n:14]2[CH3:15])[cH:5][c:6]([Cl:8])[cH:7]1>>[Cl:1][c:2]1[cH:3][c:4]([S:9][c:10]2[c:11]([CH:19]([CH3:20])[CH3:21])[n:12][c:13]([CH2:16][CH2:17][O:18][C:25]3([O:24][CH2:22][CH3:23])[CH2:26][CH2:27][CH2:28][CH2:29][CH2:30][CH2:31]3)[n:14]2[CH3:15])[cH:5][c:6]([Cl:8])[cH:7]1. Starting materials: FC1=C(C=CC(=C1)F)C1=NC(=NC=N1)NC1=CC(=CC=C1)CS(=O)(=O)C (4-(2,4-difluorophenyl)-N-{3-[(methylsulfonyl)methyl]phenyl}-1,3,5-triazin-2-amine), intermediate 42.1, C1(=CC=CC=C1)[C@@H](C)O ((R)-(+)-1-phenylethanol). Yields the product FC1=CC(=C(C=C1)C1=NC(=NC=N1)NC1=CC(=CC=C1)CS(=O)(=O)C)O[C@H](C)C1=CC=CC=C1 (4-{4-Fluoro-2-[(1R)-1-phenylethoxy]phenyl}-N-{3-[(methylsulfonyl)methyl]phenyl}-1,3,5-triazin-2-amine). As a reaction SMILES: F[C:2]1[CH:7]=[C:6]([F:8])[CH:5]=[CH:4][C:3]=1[C:9]1[N:14]=[CH:13][N:12]=[C:11]([NH:15][C:16]2[CH:21]=[CH:20][CH:19]=[C:18]([CH2:22][S:23]([CH3:26])(=[O:25])=[O:24])[CH:17]=2)[N:10]=1.[C:27]1([C@H:33]([OH:35])[CH3:34])[CH:32]=[CH:31][CH:30]=[CH:29][CH:28]=1>>[F:8][C:6]1[CH:5]=[CH:4][C:3]([C:9]2[N:14]=[CH:13][N:12]=[C:11]([NH:15][C:16]3[CH:21]=[CH:20][CH:19]=[C:18]([CH2:22][S:23]([CH3:26])(=[O:25])=[O:24])[CH:17]=3)[N:10]=2)=[C:2]([O:35][C@@H:33]([C:27]2[CH:32]=[CH:31][CH:30]=[CH:29][CH:28]=2)[CH3:34])[CH:7]=1. Procedure: Starting with 4-(2,4-difluorophenyl)-N-{3-[(methylsulfonyl)methyl]phenyl}-1,3,5-triazin-2-amine (110 mg; 0.289 mmol), intermediate 42.1, and (R)-(+)-1-phenylethanol (143 mg; 1.157 mmol), example 79 was prepared analogously to the procedure for the preparation of example 42. Starting materials: CO, O=C(NC1CCCCC1=Cc1ccccc1)C(F)(F)F, [Na+], [OH-]. The product is NC1CCCCC1=Cc1ccccc1. Reaction SMILES: [CH3:23][OH:24].[F:1][C:2]([F:3])([F:4])[C:19]([NH:5][CH:6]1[C:7](=[CH:12][c:13]2[cH:14][cH:15][cH:16][cH:17][cH:18]2)[CH2:8][CH2:9][CH2:10][CH2:11]1)=[O:20].[Na+:22].[OH-:21]>>[NH2:5][CH:6]1[C:7](=[CH:12][c:13]2[cH:14][cH:15][cH:16][cH:17][cH:18]2)[CH2:8][CH2:9][CH2:10][CH2:11]1. The reactants are [BH4-], CS(C)=O, CC(=O)O, Cc1ccc(Cc2ccc(C=C[N+](=O)[O-])s2)cc1, [Na+], O. The product is Cc1ccc(Cc2ccc(CC[N+](=O)[O-])s2)cc1. As a reaction SMILES: [BH4-:27].[CH3:1][S:2](=[O:3])[CH3:4].[CH3:23][C:24](=[O:25])[OH:26].[CH3:5][c:6]1[cH:7][cH:8][c:9]([CH2:10][c:11]2[s:12][c:13]([CH:16]=[CH:17][N+:18](=[O:19])[O-:20])[cH:14][cH:15]2)[cH:21][cH:22]1.[Na+:28].[OH2:29]>>[CH3:5][c:6]1[cH:7][cH:8][c:9]([CH2:10][c:11]2[s:12][c:13]([CH2:16][CH2:17][N+:18](=[O:19])[O-:20])[cH:14][cH:15]2)[cH:21][cH:22]1.